Dataset: the Open Reaction Database (ORD), a public repository of structured organic reaction records. Task: describe an organic reaction: reactants, conditions, products, and yield The reactants are N(=O)[O-].[Na+] (NaNO2), COC1=NC(=C(C=C1N)C)C1=C(C=C(C=C1)OC(F)(F)F)OC (2-methoxy-6-(2-methoxy-4-trifluoromethoxy-phenyl)-5-methyl-pyridin-3-ylamine), [OH-].[Na+] (NaOH), Cl[Sn]Cl (SnCl2). Solvent: O (water), Cl (HCl), O (water), C(C)(=O)O (acetic acid), Cl (HCl). Run at temperature 0 celsius, time 30 minute. The product is COC1=NC(=C(C=C1NN)C)C1=C(C=C(C=C1)OC(F)(F)F)OC ([2-methoxy-6-(2-methoxy-4-trifluoromethoxy-phenyl)-5-methyl-pyridin-3-yl]-hydrazine). Reaction SMILES: [N:1]([O-])=O.[Na+].[CH3:5][O:6][C:7]1[C:12]([NH2:13])=[CH:11][C:10]([CH3:14])=[C:9]([C:15]2[CH:20]=[CH:19][C:18]([O:21][C:22]([F:25])([F:24])[F:23])=[CH:17][C:16]=2[O:26][CH3:27])[N:8]=1.Cl[Sn]Cl.[OH-].[Na+]>O.Cl.C(O)(=O)C>[CH3:5][O:6][C:7]1[C:12]([NH:13][NH2:1])=[CH:11][C:10]([CH3:14])=[C:9]([C:15]2[CH:20]=[CH:19][C:18]([O:21][C:22]([F:24])([F:25])[F:23])=[CH:17][C:16]=2[O:26][CH3:27])[N:8]=1 |f:0.1,4.5|. Procedure details: A solution of NaNO2 (0.555 g, 8.04 mmol) in water (3 ml) is added to a stirred solution of 2-methoxy-6-(2-methoxy-4-trifluoromethoxy-phenyl)-5-methyl-pyridin-3-ylamine (2 g, 6.1 mmol) in concentrated HCl (3 ml), water (3 ml) and acetic acid (8 ml) below 0° C. over 20 minutes. The mixture is added to a stirred solution of SnCl2 2H2O (3.53 g, 15.7 mmol) in 4N HCl (9 ml) at 0° C. over 15 minutes. The mixture is stirred at 0° C. for 20 minutes and at room temperature for 30 minutes. The mixture is b... Reactants: C=C (ethylene), C=CCCCCCC (1-octene), C=CCCCCC=C (1,7-octadiene). The reagents and catalysts are 2-Me 4-Ph(ind)2ZrCl2. The solvent is C1(=CC=CC=C1)C (toluene), C1(=CC=CC=C1)C (toluene). Product: C=C.C=CCCCCCC.C=CCCCCC=C (ethylene/1-octene 1,7-octadiene). RXN SMILES: [CH2:1]=[CH:2][CH2:3][CH2:4][CH2:5][CH2:6][CH2:7][CH3:8].[CH2:9]=[CH:10][CH2:11][CH2:12][CH2:13][CH2:14][CH:15]=[CH2:16].C=C>C1(C)C=CC=CC=1>[CH2:1]=[CH2:2].[CH2:9]=[CH:10][CH2:11][CH2:12][CH2:13][CH2:14][CH2:15][CH3:16].[CH2:1]=[CH:2][CH2:3][CH2:4][CH2:5][CH2:6][CH:7]=[CH2:8] |f:4.5.6|. Procedure: The procedure Example 20 was followed in a 500 ml stainless autoclave equipped with a mechanical stirrer. After adding 200 ml of toluene, 11 ml of 1-octene, 1 ml of 1,7-octadiene and 5 ml MAO solution under ethylene gas, the 1 μmol of rac-Me2Si-[2-Me-4-Ph(ind)2ZrCl2 catalyst diluted in 3 ml toluene was then syringed into the rapidly stirring solution under ethylene pressure to initiate the polymerization. After 3 minutes of reaction at 60° C. under 110 psi pressure of ethylene gas, the polymer s... Reactants: FC1=CC=C(OCCCBr)C=C1 (3-(4-fluorophenoxy)propyl bromide), OC1=CC=C(C=C1)CCO (2-(4-hydroxyphenyl)ethanol), O(C1=CC=CC=C1)CCCCBr (4-phenoxybutyl bromide), OC=1C=C(C=CC1)CCO (2-(3-hydroxyphenyl)ethanol). Product: FC1=CC=C(OCCCOC=2C=C(C=CC2)CCO)C=C1 (2-{3-[3-(4-Fluorophenoxy)propoxy]phenyl}ethanol). Yield: 95.0%. Reaction SMILES: [F:1][C:2]1[CH:12]=[CH:11][C:5]([O:6][CH2:7][CH2:8][CH2:9]Br)=[CH:4][CH:3]=1.O(CCCCBr)C1C=CC=CC=1.[OH:25][C:26]1[CH:27]=[C:28]([CH2:32][CH2:33][OH:34])[CH:29]=[CH:30][CH:31]=1.OC1C=CC(CCO)=CC=1>>[F:1][C:2]1[CH:12]=[CH:11][C:5]([O:6][CH2:7][CH2:8][CH2:9][O:25][C:26]2[CH:27]=[C:28]([CH2:32][CH2:33][OH:34])[CH:29]=[CH:30][CH:31]=2)=[CH:4][CH:3]=1. Procedure details: By following the procedure of example 9 and using 3-(4-fluorophenoxy)propyl bromide rather than 4-phenoxybutyl bromide and 2-(3-hydroxyphenyl)ethanol rather than 2-(4-hydroxyphenyl)ethanol, the title compound was prepared. The reactants are CC=1C(=NN(N1)C1=CC=CC=C1)C(=O)O (5-methyl-2-phenyl-2H-[1,2,3]triazole-4-carboxylic acid), N1(CCOCC1)C1=CC=C(C=N1)N (6-morpholin-4-yl-pyridin-3-ylamine). Yields the product N1(CCOCC1)C1=CC=C(C=N1)NC(=O)C1=NN(N=C1C)C1=CC=CC=C1 (5-methyl-2-phenyl-2H-[1,2,3]triazole-4-carboxylic acid (6-morpholin-4-yl-pyridin-3-yl)-amide). As a reaction SMILES: [CH3:1][C:2]1[C:3]([C:13]([OH:15])=O)=[N:4][N:5]([C:7]2[CH:12]=[CH:11][CH:10]=[CH:9][CH:8]=2)[N:6]=1.[N:16]1([C:22]2[N:27]=[CH:26][C:25]([NH2:28])=[CH:24][CH:23]=2)[CH2:21][CH2:20][O:19][CH2:18][CH2:17]1>>[N:16]1([C:22]2[N:27]=[CH:26][C:25]([NH:28][C:13]([C:3]3[C:2]([CH3:1])=[N:6][N:5]([C:7]4[CH:8]=[CH:9][CH:10]=[CH:11][CH:12]=4)[N:4]=3)=[O:15])=[CH:24][CH:23]=2)[CH2:21][CH2:20][O:19][CH2:18][CH2:17]1. Procedure details: With a procedure similar to example 1 above, 5-methyl-2-phenyl-2H-[1,2,3]triazole-4-carboxylic acid (6-morpholin-4-yl-pyridin-3-yl)-amide was prepared from 5-methyl-2-phenyl-2H-[1,2,3]triazole-4-carboxylic acid and 6-morpholin-4-yl-pyridin-3-ylamine. LCMS calcd for C19H20N6O2 (m/e) 364, obsd 365 (M+H).